From a dataset of the Open Reaction Database (ORD), a public repository of structured organic reaction records. describe an organic reaction: reactants, conditions, products, and yield The reactants are N1N=NN=C1 (tetrazole), C(C=C)(=O)O (acrylic acid), Cl (HCl). Reagents/catalysts: N1=CC=CC=C1 (pyridine). Solvent: O (water). Product: N1(N=NN=C1)CCC(=O)O (3-(tetrazol-1-yl)-propionic acid). As a reaction SMILES: [NH:1]1[CH:5]=[N:4][N:3]=[N:2]1.[C:6]([OH:10])(=[O:9])[CH:7]=[CH2:8].Cl>N1C=CC=CC=1.O>[N:1]1([CH2:8][CH2:7][C:6]([OH:10])=[O:9])[CH:5]=[N:4][N:3]=[N:2]1. Procedure: 4.5 g of tetrazole are stirred for 8 hours at 90° with 4.5 ml of acrylic acid and 15 drops of pyridine. After cooling, 150 ml of water are added to the reaction mixture and the whole is acidified with HCl (concentrated) and concentrated under reduced pressure in a rotary evaporator. The crystalline residue is digested three times with methyl ethyl ketone and the combined organic phases are dried over sodium sulphate. After concentration by evaporation, the crystalline residue is stirred with iso... The reactants are CC(C)(C)CN(CCO)c1ccc(C#N)c(C(F)(F)F)c1, Oc1ccc(F)nc1, O=C(N=NC(=O)N1CCCCC1)N1CCCCC1. The product is CC(C)(C)CN(CCOc1ccc(F)nc1)c1ccc(C#N)c(C(F)(F)F)c1. As a reaction SMILES: [CH3:1][C:2]([CH2:3][N:4]([c:5]1[cH:6][c:7]([C:13]([F:14])([F:15])[F:16])[c:8]([C:9]#[N:10])[cH:11][cH:12]1)[CH2:17][CH2:18][OH:19])([CH3:20])[CH3:21].[F:22][c:23]1[cH:24][cH:25][c:26]([OH:29])[cH:27][n:28]1.[N:30]([C:31]([N:32]1[CH2:33][CH2:34][CH2:35][CH2:36][CH2:37]1)=[O:38])=[N:39][C:40]([N:41]1[CH2:42][CH2:43][CH2:44][CH2:45][CH2:46]1)=[O:47]>>[CH3:1][C:2]([CH2:3][N:4]([c:5]1[cH:6][c:7]([C:13]([F:14])([F:15])[F:16])[c:8]([C:9]#[N:10])[cH:11][cH:12]1)[CH2:17][CH2:18][O:19][c:26]1[cH:25][cH:24][c:23]([F:22])[n:28][cH:27]1)([CH3:20])[CH3:21]. The reactants are CO\N=C/1\C(CN(C1)C(=O)OCC1=CC=CC=C1)(C)C ((Z)-benzyl 4-(methoxyimino)-3,3-dimethylpyrrolidine-1-carboxylate), B (borane). The solvent is O1CCCC1 (tetrahydrofuran), C1CCOC1 (THF). Yields the product NC1C(CN(C1)C(=O)OCC1=CC=CC=C1)(C)C (benzyl 4-amino-3,3-dimethylpyrrolidine-1-carboxylate). Yield: 67.2%. As a reaction SMILES: CO/[N:3]=[C:4]1/[C:5]([CH3:20])([CH3:19])[CH2:6][N:7]([C:9]([O:11][CH2:12][C:13]2[CH:18]=[CH:17][CH:16]=[CH:15][CH:14]=2)=[O:10])[CH2:8]/1.B>O1CCCC1>[NH2:3][CH:4]1[CH2:8][N:7]([C:9]([O:11][CH2:12][C:13]2[CH:18]=[CH:17][CH:16]=[CH:15][CH:14]=2)=[O:10])[CH2:6][C:5]1([CH3:20])[CH3:19]. Reported procedure: To a solution of (Z)-benzyl 4-(methoxyimino)-3,3-dimethylpyrrolidine-1-carboxylate (3.17 g, 11.5 mmol) in tetrahydrofuran (10 mL), was added borane in THF (24.1 mL, 24.1 mmol) at rt. The reaction was heated at reflux overnight. The reaction was cooled, quenched with 6N aq. sodium hydroxide, then diluted by water, and extracted with ether. The organic layer was dried over MgSO4, concentrated, and purified by silica gel chromatography, eluting with 0-20% methanol in dichloromethane to give benzyl ... Starting materials: COc1ccc(C(=O)Cl)cc1, C1CCOC1, Sc1ccccn1. Product: COc1ccc(C(=O)Sc2ccccn2)cc1. RXN SMILES: [C:1]([c:2]1[cH:3][cH:4][c:5]([O:8][CH3:9])[cH:6][cH:7]1)(=[O:10])[Cl:11].[CH2:19]1[O:20][CH2:21][CH2:22][CH2:23]1.[SH:12][c:13]1[n:14][cH:15][cH:16][cH:17][cH:18]1>>[C:1]([c:2]1[cH:3][cH:4][c:5]([O:8][CH3:9])[cH:6][cH:7]1)(=[O:10])[S:12][c:13]1[n:14][cH:15][cH:16][cH:17][cH:18]1. The reactants are [Na+], [OH-], COC(=O)c1ccc(OCCCCCOc2nc3ccccc3s2)c(OC)c1. Product: COc1cc(C(=O)O)ccc1OCCCCCOc1nc2ccccc2s1. RXN SMILES: [Na+:30].[OH-:29].[s:1]1[c:2]([O:10][CH2:11][CH2:12][CH2:13][CH2:14][CH2:15][O:16][c:17]2[c:18]([O:27][CH3:28])[cH:19][c:20]([C:21](=[O:22])[O:23][CH3:24])[cH:25][cH:26]2)[n:3][c:4]2[c:5]1[cH:6][cH:7][cH:8][cH:9]2>>[s:1]1[c:2]([O:10][CH2:11][CH2:12][CH2:13][CH2:14][CH2:15][O:16][c:17]2[c:18]([O:27][CH3:28])[cH:19][c:20]([C:21](=[O:22])[OH:23])[cH:25][cH:26]2)[n:3][c:4]2[c:5]1[cH:6][cH:7][cH:8][cH:9]2. Starting materials: COC(C(C)(C)C1=CC=C(C=C1)CNC(=O)C=1C(=NC=CC1)OC1=CC2=C(OCO2)C=C1)=O (2-[4-({[2-(Benzo[1,3]dioxol-5-yloxy)-pyridine-3-carbonyl]-amino}-methyl)-phenyl]-2-methyl-propionic acid methyl ester), [OH-].[Na+] (Sodium hydroxide), aqueous solution. Solvent: C(C)(C)(C)O (tertiary butanol). The product is O1COC2=C1C=CC(=C2)OC2=NC=CC=C2C(=O)NCC2=CC=C(C=C2)C(C(=O)O)(C)C (2-[4-({[2-(Benzo[1,3]dioxol-5-yloxy)-pyridine-3-carbonyl]-amino}-methyl)-phenyl]-2-methyl-propionic acid). Yield: 93.6%. RXN SMILES: C[O:2][C:3](=[O:33])[C:4]([C:7]1[CH:12]=[CH:11][C:10]([CH2:13][NH:14][C:15]([C:17]2[C:18]([O:23][C:24]3[CH:32]=[CH:31][C:27]4[O:28][CH2:29][O:30][C:26]=4[CH:25]=3)=[N:19][CH:20]=[CH:21][CH:22]=2)=[O:16])=[CH:9][CH:8]=1)([CH3:6])[CH3:5].[OH-].[Na+]>C(O)(C)(C)C>[O:28]1[C:27]2[CH:31]=[CH:32][C:24]([O:23][C:18]3[C:17]([C:15]([NH:14][CH2:13][C:10]4[CH:11]=[CH:12][C:7]([C:4]([CH3:6])([CH3:5])[C:3]([OH:33])=[O:2])=[CH:8][CH:9]=4)=[O:16])=[CH:22][CH:21]=[CH:20][N:19]=3)=[CH:25][C:26]=2[O:30][CH2:29]1 |f:1.2|. Reported procedure: 2-[4-({[2-(Benzo[1,3]dioxol-5-yloxy)-pyridine-3-carbonyl]-amino}-methyl)-phenyl]-2-methyl-propionic acid methyl ester (0.451 g) was suspended in tertiary butanol (30 mL). Sodium hydroxide (1.68 mL of a 6N aqueous solution) was added to the suspension, and the reaction mixture was heated to reflux. After 1 hour the reaction mixture was cooled to ambient temperature, the solvent removed in vacuo, water added (20 mL), and the pH adjusted from to 3 with concentrated hydrochloric acid. The solution w... Starting materials: BrC1=NC(=C2N1C1=CC(=CC=C1N=C2C)F)C (1-Bromo-8-fluoro-3,4-dimethylimidazo[1,5-a]quinoxaline), COC=1C=C(C=CC1)B(O)O (3-methoxyphenylboronic acid), C(=O)([O-])[O-].[K+].[K+] (K2CO3). Reagents/catalysts: C=1C=CC(=CC1)[P](C=2C=CC=CC2)(C=3C=CC=CC3)[Pd]([P](C=4C=CC=CC4)(C=5C=CC=CC5)C=6C=CC=CC6)([P](C=7C=CC=CC7)(C=8C=CC=CC8)C=9C=CC=CC9)[P](C=1C=CC=CC1)(C=1C=CC=CC1)C=1C=CC=CC1 (Pd(PPh3)4). Product: FC1=CC=C2N=C(C=3N(C2=C1)C(=NC3C)C3=CC(=CC=C3)OC)C (8-Fluoro-1-(3-methoxyphenyl)-3,4-dimethylimidazo[1,5-a]quinoxaline). The yield is 49.8%. As a reaction SMILES: Br[C:2]1[N:6]2[C:7]3[C:12]([N:13]=[C:14]([CH3:15])[C:5]2=[C:4]([CH3:17])[N:3]=1)=[CH:11][CH:10]=[C:9]([F:16])[CH:8]=3.[CH3:18][O:19][C:20]1[CH:21]=[C:22](B(O)O)[CH:23]=[CH:24][CH:25]=1.C([O-])([O-])=O.[K+].[K+]>C1C=CC([P]([Pd]([P](C2C=CC=CC=2)(C2C=CC=CC=2)C2C=CC=CC=2)([P](C2C=CC=CC=2)(C2C=CC=CC=2)C2C=CC=CC=2)[P](C2C=CC=CC=2)(C2C=CC=CC=2)C2C=CC=CC=2)(C2C=CC=CC=2)C2C=CC=CC=2)=CC=1>[F:16][C:9]1[CH:8]=[C:7]2[C:12]([N:13]=[C:14]([CH3:15])[C:5]3[N:6]2[C:2]([C:24]2[CH:23]=[CH:22][CH:21]=[C:20]([O:19][CH3:18])[CH:25]=2)=[N:3][C:4]=3[CH3:17])=[CH:11][CH:10]=1 |f:2.3.4,^1:38,40,59,78|. Procedure details: Following the general Suzuki coupling procedure, reaction of bromide 5A (75 mg, 0.25 mmol), 3-methoxyphenylboronic acid (46 mg, 0.30 mmol), K2CO3 (105 mg, 0.75 mmol) and Pd(PPh3)4 (5.8 mg, 0.005 mmol) provided the coupling product as a white powder (40 mg, 50% yield). EIMS 322.1 [M+H]+.